From a dataset of the Open Reaction Database (ORD), a public repository of structured organic reaction records. describe an organic reaction: reactants, conditions, products, and yield Starting materials: II (Iodine), I[Si](C)(C)C (Iodotrimethylsilane), FC=1C=C(C=C(C1F)F)[C@H]1N2C(CCC[C@H]2CCC1)=O ((6S,9aR)-6-(3,4,5-trifluorophenyl)octahydroquinolizin-4-one), CN(CCN(C)C)C (N,N,N′,N′tetramethylethylenediamine), S(=S)(=O)([O-])[O-].[Na+].[Na+] (sodium thiosulfate). The solvent is C(Cl)Cl (methylene chloride), C(C)(=O)OCC (Ethyl acetate). Run at temperature 0 celsius, time 30 minute. The product is FC=1C=C(C=C(C1F)F)[C@H]1N2C(C(CC[C@H]2CCC1)I)=O ((6S,9aR)-6-(3,4,5-trifluorophenyl)-3-iodooctahydroquinolizin-4-one). RXN SMILES: I[Si](C)(C)C.[F:6][C:7]1[CH:8]=[C:9]([C@@H:15]2[CH2:24][CH2:23][CH2:22][C@H:21]3[N:16]2[C:17](=[O:25])[CH2:18][CH2:19][CH2:20]3)[CH:10]=[C:11]([F:14])[C:12]=1[F:13].CN(C)CCN(C)C.[I:34]I.S([O-])([O-])(=O)=S.[Na+].[Na+]>C(Cl)Cl.C(OCC)(=O)C>[F:14][C:11]1[CH:10]=[C:9]([C@@H:15]2[CH2:24][CH2:23][CH2:22][C@H:21]3[N:16]2[C:17](=[O:25])[CH:18]([I:34])[CH2:19][CH2:20]3)[CH:8]=[C:7]([F:6])[C:12]=1[F:13] |f:4.5.6|. Procedure: Iodotrimethylsilane (1.41 mL) was added to a solution of (6S,9aR)-6-(3,4,5-trifluorophenyl)octahydroquinolizin-4-one (1.79 g) and N,N,N′,N′tetramethylethylenediamine (3.34 mL) in methylene chloride (50 mL) in a nitrogen atmosphere at 0° C., and the reaction solution was stirred at 0° C. for 30 minutes. Iodine (2.41 g) was added to the reaction solution at 0° C., and the reaction solution was stirred at 0° C. for one hour. Ethyl acetate and a saturated sodium thiosulfate solution were added to th... The reactants are CC(=O)OC(C)=O, CC(=O)O, NC(=O)c1ccc(OCCCN2CCC(CCCOc3ccc(C(N)=NO)cc3)CC2)cc1. The product is CC(=O)ON=C(N)c1ccc(OCCCC2CCN(CCCOc3ccc(C(N)=O)cc3)CC2)cc1. RXN SMILES: [CH3:34][C:35](=[O:36])[O:37][C:38](=[O:39])[CH3:40].[CH3:41][C:42](=[O:43])[OH:44].[NH2:1][C:2]([c:3]1[cH:4][cH:5][c:6]([O:7][CH2:8][CH2:9][CH2:10][CH:11]2[CH2:12][CH2:13][N:14]([CH2:17][CH2:18][CH2:19][O:20][c:21]3[cH:22][cH:23][c:24]([C:25](=[O:26])[NH2:27])[cH:28][cH:29]3)[CH2:15][CH2:16]2)[cH:30][cH:31]1)=[N:32][OH:33]>>[NH2:1][C:2]([c:3]1[cH:4][cH:5][c:6]([O:7][CH2:8][CH2:9][CH2:10][CH:11]2[CH2:12][CH2:13][N:14]([CH2:17][CH2:18][CH2:19][O:20][c:21]3[cH:22][cH:23][c:24]([C:25](=[O:26])[NH2:27])[cH:28][cH:29]3)[CH2:15][CH2:16]2)[cH:30][cH:31]1)=[N:32][O:33][C:35]([CH3:34])=[O:36]. Reactants: BrCCCS(=NC(C1=CN=CC(=C1)C#CC1=CC(=CC=C1)NC(=O)C=1OC=CC1C)=O)(C1=CC=CC=C1)=O (N-[(3-bromopropyl)(oxido)phenyl--sulfanylidene]-5-({3-[(3-methyl-2-furoyl)amino]phenyl}ethynyl)nicotinamide), FC1CNCCC1 (3-fluoropiperidine). Product: FC1CN(CCC1)CCCS(=NC(C1=CN=CC(=C1)C#CC1=CC(=CC=C1)NC(=O)C=1OC=CC1C)=O)(C1=CC=CC=C1)=O (N-{[3-(3-fluoropiperidin-1-yl)propyl](oxido)phenyl--sulfanylidene}-5-({3-[(3-methyl-2-furoyl)amino]phenyl}ethynyl)nicotinamide). Reaction SMILES: Br[CH2:2][CH2:3][CH2:4][S:5](=[O:38])([C:32]1[CH:37]=[CH:36][CH:35]=[CH:34][CH:33]=1)=[N:6][C:7](=[O:31])[C:8]1[CH:13]=[C:12]([C:14]#[C:15][C:16]2[CH:21]=[CH:20][CH:19]=[C:18]([NH:22][C:23]([C:25]3[O:26][CH:27]=[CH:28][C:29]=3[CH3:30])=[O:24])[CH:17]=2)[CH:11]=[N:10][CH:9]=1.[F:39][CH:40]1[CH2:45][CH2:44][CH2:43][NH:42][CH2:41]1>>[F:39][CH:40]1[CH2:45][CH2:44][CH2:43][N:42]([CH2:2][CH2:3][CH2:4][S:5](=[O:38])([C:32]2[CH:37]=[CH:36][CH:35]=[CH:34][CH:33]=2)=[N:6][C:7](=[O:31])[C:8]2[CH:13]=[C:12]([C:14]#[C:15][C:16]3[CH:21]=[CH:20][CH:19]=[C:18]([NH:22][C:23]([C:25]4[O:26][CH:27]=[CH:28][C:29]=4[CH3:30])=[O:24])[CH:17]=3)[CH:11]=[N:10][CH:9]=2)[CH2:41]1. Reported procedure: In a manner similar to that described for example 508, N-[(3-bromopropyl)(oxido)phenyl--sulfanylidene]-5-({3-[(3-methyl-2-furoyl)amino]phenyl}ethynyl)nicotinamide and 3-fluoropiperidine were converted to the title compound. The reactants are C1CCOC1, CN(C)C(=O)Cl, [KH], O=C1c2cccn2-c2ncccc2OC1c1cccc2ccccc12. Product: CN(C)C(=O)OC1=C(c2cccc3ccccc23)Oc2cccnc2-n2cccc21. Reaction SMILES: [CH2:33]1[O:34][CH2:35][CH2:36][CH2:37]1.[CH3:27][N:28]([C:29](=[O:30])[Cl:31])[CH3:32].[KH:1].[c:2]1([CH:12]2[C:13](=[O:26])[c:14]3[n:15]([cH:23][cH:24][cH:25]3)-[c:16]3[c:17]([cH:19][cH:20][cH:21][n:22]3)[O:18]2)[cH:3][cH:4][cH:5][c:6]2[cH:7][cH:8][cH:9][cH:10][c:11]12>>[c:2]1([C:12]2=[C:13]([O:26][C:29]([N:28]([CH3:27])[CH3:32])=[O:30])[c:14]3[n:15]([cH:23][cH:24][cH:25]3)-[c:16]3[c:17]([cH:19][cH:20][cH:21][n:22]3)[O:18]2)[cH:3][cH:4][cH:5][c:6]2[cH:7][cH:8][cH:9][cH:10][c:11]12. Starting materials: C[C@H]1N(CC=C(C1)C(=O)OC)C(=O)OCC=C (1-allyl 4-methyl (2R)-2-methyl-3,6-dihydro-1,4(2 H)-pyridinedicarboxylate), BrCCl (bromochloromethane), C(CCC)[Li] (n-butyllithium), ice, P(=O)([O-])([O-])[O-] (phosphate). Solvent: C(C)(=O)OCC (ethyl acetate), C1CCOC1 (THF), CCCCCC (hexane). Reaction conditions: time 15 minute. Yields the product ClCC(=O)C=1C[C@H](N(CC1)C(=O)OCC=C)C (allyl (2R)-4-(chloroacetyl)-2-methyl-3,6-dihydro-1(2 H)-pyridinecarboxylate). The yield is 80.0%. Reaction SMILES: [CH3:1][C@@H:2]1[CH2:7][C:6]([C:8]([O:10]C)=O)=[CH:5][CH2:4][N:3]1[C:12]([O:14][CH2:15][CH:16]=[CH2:17])=[O:13].Br[CH2:19][Cl:20].C([Li])CCC.P([O-])([O-])([O-])=O>C1COCC1.CCCCCC.C(OCC)(=O)C>[Cl:20][CH2:19][C:8]([C:6]1[CH2:7][C@@H:2]([CH3:1])[N:3]([C:12]([O:14][CH2:15][CH:16]=[CH2:17])=[O:13])[CH2:4][CH:5]=1)=[O:10]. Procedure details: To a solution of 1-allyl 4-methyl (2R)-2-methyl-3,6-dihydro-1,4(2 H)-pyridinedicarboxylate (0.30 g, 1.25 mmol) and bromochloromethane (125 μl) in THF (15 ml) was added −90 to −80° C. a solution of n-butyllithium in hexane (1.59M, 1.15 ml) over a 15 minutes period. After stirring for additional 15 minutes, the reaction mixture was poured into a mixture of-ice (10 g) and phosphate buffer (pH 7.0, 10 ml). After ethyl acetate was added thereto and the mixture was separated by a separating funnel, th... The reactants are C(C)(=O)C1=CC=C(C=C1)S(=O)(=O)NCC(=O)O ((4-acetylbenzenesulfonylamino)acetic acid), COC1=C(C=O)C=C(C(=C1)OC)N1CCCC1 (2,4-dimethoxy-5-pyrrolidin-1-ylbenzaldehyde), C[O-].[Li+] (lithium methoxide). Run in CN(C)C=O (DMF), CO (MeOH). Conditions: time 21 hour. Yields the product COC1=C(C=C(C(=C1)OC)N1CCCC1)/C=C/C(=O)C1=CC=C(C=C1)S(=O)(=O)NCC(=O)O ({4-[3E-(2,4-Dimethoxy-5-pyrrolidin-1-ylphenyl)acryloyl]benzenesulfonylamino}acetic acid). The yield is 7.9%. As a reaction SMILES: [C:1]([C:4]1[CH:9]=[CH:8][C:7]([S:10]([NH:13][CH2:14][C:15]([OH:17])=[O:16])(=[O:12])=[O:11])=[CH:6][CH:5]=1)(=[O:3])[CH3:2].[CH3:18][O:19][C:20]1[CH:27]=[C:26]([O:28][CH3:29])[C:25]([N:30]2[CH2:34][CH2:33][CH2:32][CH2:31]2)=[CH:24][C:21]=1[CH:22]=O.C[O-].[Li+]>CN(C=O)C.CO>[CH3:18][O:19][C:20]1[CH:27]=[C:26]([O:28][CH3:29])[C:25]([N:30]2[CH2:34][CH2:33][CH2:32][CH2:31]2)=[CH:24][C:21]=1/[CH:22]=[CH:2]/[C:1]([C:4]1[CH:9]=[CH:8][C:7]([S:10]([NH:13][CH2:14][C:15]([OH:17])=[O:16])(=[O:12])=[O:11])=[CH:6][CH:5]=1)=[O:3] |f:2.3|. Procedure: A solution of (4-acetylbenzenesulfonylamino)acetic acid (Ex-26A, 226 mg, 0.878 mmol) and 2,4-dimethoxy-5-pyrrolidin-1-ylbenzaldehyde (Ex-38B, 216 mg, 0.922 mmol) in DMF (8.0 mL) and MeOH (3.6 mL) was treated with lithium methoxide (140 mg, 3.69 mmol) and stirred for 21 h at room temperature under nitrogen. The reaction mixture was quenched with water (10 mL) and extracted ethyl acetate (2×20 mL). The aqueous phase was acidified with 6N HCl to pH3 and was extracted with (3:1) ethyl acetate/THF (6... Starting materials: NC1=CC=C(C(=O)OC)C=C1 (methyl 4-aminobenzoate), C(C)(C)C=1C=CC2=C(C(=C(O2)S(=O)(=O)Cl)C)C1 (5-isopropyl-3-methylbenzofuran-2-sulfonyl chloride), C(C)(C)C=1C=CC2=C(C(=C(O2)S(=O)(=O)Cl)C)C1 (5-isopropyl-3-methylbenzofuran-2-sulfonyl chloride), N1=CC=CC=C1 (pyridine), C(=O)(C(F)(F)F)O (TFA). The solvent is CC#N (MeCN), CO.O (MeOH water). Run at temperature 50 celsius. Yields the product CC1=C(OC2=C1C=C(C=C2)C(C)C)S(=O)(=O)NC=2C=C(C(=O)OC)C=CC2 (Methyl 3-({[3-methyl-5-(1-methylethyl)-1-benzofuran-2-yl]sulfonyl}amino)benzoate). Isolated yield 17.0%. RXN SMILES: N[C:2]1[CH:11]=[CH:10][C:5]([C:6]([O:8][CH3:9])=[O:7])=[CH:4][CH:3]=1.[CH:12]([C:15]1[CH:16]=[CH:17][C:18]2[O:22][C:21]([S:23](Cl)(=[O:25])=[O:24])=[C:20]([CH3:27])[C:19]=2[CH:28]=1)([CH3:14])[CH3:13].[N:29]1C=CC=CC=1.C(O)(C(F)(F)F)=O>CC#N.CO.O>[CH3:27][C:20]1[C:19]2[CH:28]=[C:15]([CH:12]([CH3:14])[CH3:13])[CH:16]=[CH:17][C:18]=2[O:22][C:21]=1[S:23]([NH:29][C:3]1[CH:4]=[C:5]([CH:10]=[CH:11][CH:2]=1)[C:6]([O:8][CH3:9])=[O:7])(=[O:25])=[O:24] |f:5.6|. Procedure: A mixture of methyl 4-aminobenzoate (16 mg, 0.106 mmol), 5-isopropyl-3-methylbenzofuran-2-sulfonyl chloride (Intermediate 16) (40 mg, 0.147 mmol) and pyridine (20 μL, 0.25 mmol) in MeCN (600 μL) was stirred at 50° C. over night. The reaction mixture was diluted with MeOH/water and acidified by addition of TFA. The crude product was purified by reversed phase chromatography (ACE C8, 5 μm, 21×50 mm, flow 25 ml/min, 0.1% TFA in water/MeCN over 6 minutes). The title compound was obtained in 17% yiel...